This data is from the Open Reaction Database (ORD), a public repository of structured organic reaction records. The task is: describe an organic reaction: reactants, conditions, products, and yield Starting materials: ClC=1C=C(N)C=C(C1C(C1=CC(=C(C=C1)Cl)Cl)C#N)Cl (3,5-dichloro-4-(3,4-dichloro-α-cyanobenzyl)aniline), ice water, N(=O)[O-].[Na+] (sodium nitrite), stannous chloride. Run in C(C)(=O)O (acetic acid), Cl (hydrochloric acid), Cl (hydrochloric acid), O (water). Reaction conditions: time 40 minute. The product is ClC=1C=C(C=C(C1C(C1=CC(=C(C=C1)Cl)Cl)C#N)Cl)NN (3,5-dichloro-4-(3,4-dichloro-α-cyanobenzyl)phenylhydrazine). The yield is 96.0%. Reaction SMILES: [Cl:1][C:2]1[CH:3]=[C:4]([CH:6]=[C:7]([Cl:20])[C:8]=1[CH:9]([C:18]#[N:19])[C:10]1[CH:15]=[CH:14][C:13]([Cl:16])=[C:12]([Cl:17])[CH:11]=1)[NH2:5].[N:21]([O-])=O.[Na+]>C(O)(=O)C.O.Cl>[Cl:1][C:2]1[CH:3]=[C:4]([NH:5][NH2:21])[CH:6]=[C:7]([Cl:20])[C:8]=1[CH:9]([C:18]#[N:19])[C:10]1[CH:15]=[CH:14][C:13]([Cl:16])=[C:12]([Cl:17])[CH:11]=1 |f:1.2|. Procedure details: In 40 ml of acetic acid was dissolved 3.0 g of 3,5-dichloro-4-(3,4-dichloro-α-cyanobenzyl)aniline. To the solution was then added 3 ml of 35% hydrochloric acid. To the mixture was added dropwise, while cooling at temperatures ranging from 10 to 12° C., a solution of 0.8 g of 98.5% sodium nitrite in 3 ml of water. The reaction mixture was stirred for 40 minutes under the same conditions, to which was then added 7.0 g of stannous chloride dissolved in 10 ml of 35% hydrochloric acid. The reaction m... Reactants: C(#C)C1(CC(CCC1)C)O (1-Ethynyl-3-methyl-cyclohexanol), CCNC(=O)[C@@H]1[C@@H](C([C@@H](O1)N2C=NC3=C2N=C(N=C3N)I)O)O (2-iodo-NECA). Yields the product C(C)NC(=O)C1OC(C(C1O)O)N1C2=NC(=NC(=C2N=C1)N)C#CC1(CC(CCC1)C)O (5-[6-Amino-2-(1-hydroxy-3-methyl-cyclohexylethynyl)-purin-9-yl]-3,4-dihydroxytetrahydrofuran-2-carboxylic acid ethylamide). Reaction SMILES: [C:1]([C:3]1([OH:10])[CH2:8][CH2:7][CH2:6][CH:5]([CH3:9])[CH2:4]1)#[CH:2].[CH3:11][CH2:12][NH:13][C:14]([C@H:16]1[O:20][C@@H:19]([N:21]2[C:25]3[N:26]=[C:27](I)[N:28]=[C:29]([NH2:30])[C:24]=3[N:23]=[CH:22]2)[CH:18]([OH:32])[C@H:17]1[OH:33])=[O:15]>>[CH2:12]([NH:13][C:14]([CH:16]1[CH:17]([OH:33])[CH:18]([OH:32])[CH:19]([N:21]2[CH:22]=[N:23][C:24]3[C:25]2=[N:26][C:27]([C:2]#[C:1][C:3]2([OH:10])[CH2:8][CH2:7][CH2:6][CH:5]([CH3:9])[CH2:4]2)=[N:28][C:29]=3[NH2:30])[O:20]1)=[O:15])[CH3:11]. Procedure details: The reaction of 1-Ethynyl-3-methyl-cyclohexanol (JR3149B) (100 mg, 0.72 mmol) with 2-iodo-NECA (25 mg, 0.06 mmol) under the general coupling conditions gave JR3179 (15.0 mg, 59%) as a white solid after purification by a silica plug and RP-HPLC. 1H NMR (CD3OD-d4) δ 8.49 (s, 1 H), 6.06 (d, J=6.9 Hz, 1 H), 4.75 (dd, J=6.4 Hz, J=4.9 Hz, 1 H), 4.46 (d, J=1.9 Hz, 1 H), 4.34 (dd, J=4.9 Hz, J=2.1 Hz, 1 H), 3.42 (m, 2 H), 2.09 (d, J=12.3 Hz, 2 H), 1.73 (m, 4 H), 1.46 (m, 1 H), 1.23 (m, 1 H), 1.16 9 (t, J... Reactants: Cl.CON (methoxyamine hydrochloride), C([O-])([O-])=O.[K+].[K+] (potassium carbonate), CC(C(=O)C1=CC=C(C(=O)Cl)C=C1)(C)C (4-(2,2-dimethyl-1-oxopropyl)-benzoyl chloride). Solvent: O1CCCC1 (THF), O1CCCC1 (tetrahydrofuran). Conditions: temperature 23 celsius, time 8 hour. Yields the product CC(CC1=CC=C(C(=O)NOC)C=C1)(C=O)C (4-(2,2-dimethy1-oxopropyl)-N-methoxybenzamide). As a reaction SMILES: [CH3:1][C:2]([CH3:15])([CH3:14])[C:3]([C:5]1[CH:13]=[CH:12][C:8]([C:9](Cl)=[O:10])=[CH:7][CH:6]=1)=O.Cl.[CH3:17][O:18][NH2:19].C(=O)([O-])[O-:21].[K+].[K+]>O1CCCC1>[CH3:1][C:2]([CH3:15])([CH:14]=[O:21])[CH2:3][C:5]1[CH:13]=[CH:12][C:8]([C:9]([NH:19][O:18][CH3:17])=[O:10])=[CH:7][CH:6]=1 |f:1.2,3.4.5|. Reported procedure: A solution of 67.2 grams of 4-(2,2-dimethyl-1-oxopropyl)-benzoyl chloride dissovled in 100 millimeters of tetrahydrofuran (THF) is added dropwise to a suspension of 25.0 grams of methoxyamine hydrochloride and 256 grams of finely ground anhydrous potassium carbonate in 1.1 liters of THF. The reaction mixture is stirred at 23° C. overnight and then heated to 50° to 55° C. for 5 hours. This mixture is cooled to room temperature and filtered. The residue is washed with THF, and the filtrates are co... The reactants are [C-]#N, N#C[Cu], [Na+], CN(C)C=O, COC(=O)c1ccc(O)c(I)c1. Product: COC(=O)c1ccc(O)c(C#N)c1. RXN SMILES: [C-:16]#[N:17].[Cu:13][C:14]#[N:15].[Na+:18].[O:19]=[CH:20][N:21]([CH3:22])[CH3:23].[OH:1][c:2]1[c:3]([I:12])[cH:4][c:5]([C:6](=[O:7])[O:8][CH3:9])[cH:10][cH:11]1>>[OH:1][c:2]1[c:3]([C:14]#[N:15])[cH:4][c:5]([C:6](=[O:7])[O:8][CH3:9])[cH:10][cH:11]1. Starting materials: CSC[C@@H](N)C(=O)N1CCC(CC1)C1CCN(CC1)C (1-(S-methyl-D-cysteinyl)-4-(1-methyl-piperidin-4-yl)piperidine), ClC=1C=C2C=C(NC2=CC1)C(=O)O (5-chloroindole-2-carboxylic acid). Yields the product Cl.ClC=1C=C2C=C(NC2=CC1)C(=O)N[C@H](CSC)C(=O)N1CCC(CC1)C1CCN(CC1)C (1-[N-(5-Chloroindole-2-carbonyl)-S-methyl-D-cysteinyl]-4-(1-methylpiperidin-4-yl)piperidine Hydrochloride). As a reaction SMILES: [CH3:1][S:2][CH2:3][C@H:4]([C:6]([N:8]1[CH2:13][CH2:12][CH:11]([CH:14]2[CH2:19][CH2:18][N:17]([CH3:20])[CH2:16][CH2:15]2)[CH2:10][CH2:9]1)=[O:7])[NH2:5].[Cl:21][C:22]1[CH:23]=[C:24]2[C:28](=[CH:29][CH:30]=1)[NH:27][C:26]([C:31](O)=[O:32])=[CH:25]2>>[ClH:21].[Cl:21][C:22]1[CH:23]=[C:24]2[C:28](=[CH:29][CH:30]=1)[NH:27][C:26]([C:31]([NH:5][C@@H:4]([C:6]([N:8]1[CH2:9][CH2:10][CH:11]([CH:14]3[CH2:15][CH2:16][N:17]([CH3:20])[CH2:18][CH2:19]3)[CH2:12][CH2:13]1)=[O:7])[CH2:3][S:2][CH3:1])=[O:32])=[CH:25]2 |f:2.3|. Reported procedure: Prepared from 1-(S-methyl-D-cysteinyl)-4-(1-methyl-piperidin-4-yl)piperidine and 5-chloroindole-2-carboxylic acid using methods substantially equivalent to General Coupling Method 1. The HCl salt is prepared following General Salt Formation Method 1. Reactants: C(CCC)Br (butyl bromide), CC[O-].[Na+] (sodium ethylate), C1(=CC=CC=C1)N1C(CC(NC2=C1C=C(C=C2)Cl)=O)=O (1-phenyl 8-chloro 1,2,4,5-tetrahydro 2,4-dioxo 3H-1,5-benzodiazepine). Yields the product C1(=CC=CC=C1)N1CCCN(C2=C1C=C(C=C2)Cl)CCCC (1-phenyl 5-butyl 8-chloro 1,2,4,5-tetrahydro 3H-1,5-benzodiazepine). Reaction SMILES: [CH2:1](Br)[CH2:2][CH2:3][CH3:4].CC[O-].[Na+].[C:10]1([N:16]2[C:22]3[CH:23]=[C:24]([Cl:27])[CH:25]=[CH:26][C:21]=3[NH:20][C:19](=O)[CH2:18][C:17]2=O)[CH:15]=[CH:14][CH:13]=[CH:12][CH:11]=1>>[C:10]1([N:16]2[C:22]3[CH:23]=[C:24]([Cl:27])[CH:25]=[CH:26][C:21]=3[N:20]([CH2:1][CH2:2][CH2:3][CH3:4])[CH2:19][CH2:18][CH2:17]2)[CH:15]=[CH:14][CH:13]=[CH:12][CH:11]=1 |f:1.2|. Reported procedure: In the same manner, by acting butyl bromide in the presence of sodium ethylate, starting from 1-phenyl 8-chloro 1,2,4,5-tetrahydro 2,4-dioxo 3H-1,5-benzodiazepine, there is obtained 1-phenyl 5-butyl 8-chloro 1,2,4,5-tetrahydro 3H-1,5-benzodiazepine (R1 = H, R2 = Cl, R3 = C4H9, R4 = C6H5) melting at 159°-161° C., upon recrystallisation in 50% ethanol. Product: O=Cc1cc2nc(Cl)nc(N3CCOCC3)c2s1. As a reaction SMILES: [CH2:25]([Li:26])[CH2:27][CH2:28][CH3:29].[CH2:36]1[O:37][CH2:38][CH2:39][CH2:40]1.[CH3:17][N:18]([CH3:19])[CH2:20][CH2:21][N:22]([CH3:23])[CH3:24].[Cl:1][c:2]1[n:3][c:4]([N:11]2[CH2:12][CH2:13][O:14][CH2:15][CH2:16]2)[c:5]2[c:6]([n:7]1)[cH:8][cH:9][s:10]2.[ClH:35].[O:30]=[CH:31][N:32]([CH3:33])[CH3:34]>>[Cl:1][c:2]1[n:3][c:4]([N:11]2[CH2:12][CH2:13][O:14][CH2:15][CH2:16]2)[c:5]2[c:6]([n:7]1)[cH:8][c:9]([CH:31]=[O:30])[s:10]2. The reactants are [Li]CCCC, C1CCOC1, CN(C)CCN(C)C, Clc1nc(N2CCOCC2)c2sccc2n1, Cl, CN(C)C=O.